This data is from the Open Reaction Database (ORD), a public repository of structured organic reaction records. The task is: describe an organic reaction: reactants, conditions, products, and yield The product is O=C(NC(=O)C(Br)CBr)Nc1ccc([N+](=O)[O-])cc1. RXN SMILES: [Br:11][CH:12]([C:13](=[O:14])[N:15]=[C:16]=[O:17])[CH2:18][Br:19].[CH3:20][C:21]#[N:22].[NH2:1][c:2]1[cH:3][cH:4][c:5]([N+:8]([O-:9])=[O:10])[cH:6][cH:7]1>>[NH:1]([c:2]1[cH:3][cH:4][c:5]([N+:8]([O-:9])=[O:10])[cH:6][cH:7]1)[C:16]([NH:15][C:13]([CH:12]([Br:11])[CH2:18][Br:19])=[O:14])=[O:17]. Reactants: O=C=NC(=O)C(Br)CBr, CC#N, Nc1ccc([N+](=O)[O-])cc1.